From a dataset of the Open Reaction Database (ORD), a public repository of structured organic reaction records. describe an organic reaction: reactants, conditions, products, and yield Reactants: CCOC(=O)c1cc2ccc(O)cc2[nH]1, CCCCP(CCCC)CCCC, C1CCOC1, CCCCCCC, CCOCC, CC(C)N1CCC(O)C1, O=C(N=NC(=O)N1CCCCC1)N1CCCCC1. Product: CCOC(=O)c1cc2ccc(OC3CCN(C(C)C)C3)cc2[nH]1. RXN SMILES: [CH2:1]([CH3:2])[O:3][C:4](=[O:5])[c:6]1[nH:7][c:8]2[cH:9][c:10]([OH:15])[cH:11][cH:12][c:13]2[cH:14]1.[CH2:25]([P:26]([CH2:27][CH2:28][CH2:29][CH3:30])[CH2:31][CH2:32][CH2:33][CH3:34])[CH2:35][CH2:36][CH3:37].[CH2:56]1[O:57][CH2:58][CH2:59][CH2:60]1.[CH3:61][CH2:62][CH2:63][CH2:64][CH2:65][CH2:66][CH3:67].[CH3:68][CH2:69][O:70][CH2:71][CH3:72].[CH:16]([CH3:17])([CH3:18])[N:19]1[CH2:20][CH:21]([OH:24])[CH2:22][CH2:23]1.[N:38]([C:39]([N:40]1[CH2:41][CH2:42][CH2:43][CH2:44][CH2:45]1)=[O:46])=[N:47][C:48]([N:49]1[CH2:50][CH2:51][CH2:52][CH2:53][CH2:54]1)=[O:55]>>[CH2:1]([CH3:2])[O:3][C:4](=[O:5])[c:6]1[nH:7][c:8]2[cH:9][c:10]([O:15][CH:21]3[CH2:20][N:19]([CH:16]([CH3:17])[CH3:18])[CH2:23][CH2:22]3)[cH:11][cH:12][c:13]2[cH:14]1.